describe an organic reaction: reactants, conditions, products, and yield From a dataset of the Open Reaction Database (ORD), a public repository of structured organic reaction records. Starting materials: FC1=C(C(=C(C(=C1O)F)F)F)F (Pentafluorophenol), C(CCl)Cl (EDC), BrC=1C=C(NC1C)C(=O)O (4-Bromo-5-methyl-1H-pyrrole-2-carboxylic acid), BrC=1C=C(NC1C)C(=O)O (4-Bromo-5-methyl-1H-pyrrole-2-carboxylic acid). Solvent: C1CCOC1 (THF). Run at time 6 hour. Product: BrC=1C=C(NC1C)C(=O)OC1=C(C(=C(C(=C1F)F)F)F)F (Pentafluorophenyl 4-bromo-5-methyl-1H-pyrrole-2-carboxylate), solid. RXN SMILES: [Br:1][C:2]1[CH:3]=[C:4]([C:8]([OH:10])=[O:9])[NH:5][C:6]=1[CH3:7].[F:11][C:12]1[C:17](O)=[C:16]([F:19])[C:15]([F:20])=[C:14]([F:21])[C:13]=1[F:22].C(Cl)CCl>C1COCC1>[Br:1][C:2]1[CH:3]=[C:4]([C:8]([O:10][C:17]2[C:16]([F:19])=[C:15]([F:20])[C:14]([F:21])=[C:13]([F:22])[C:12]=2[F:11])=[O:9])[NH:5][C:6]=1[CH3:7]. Procedure details: 4-Bromo-5-methyl-1H-pyrrole-2-carboxylic acid (Intermediate 18, 2.16 g, 10.59 mmol) was dissolved an THF (10 ml). Pentafluorophenol and EDC (2.03 g, 10.59 mmol) were added and the mixture was stirred at room temperature for 6 h. The solvent was removed under vacuum and EtOAc (50 ml) was added. The organic phase was washed with water, 10% Na2CO3 (2×25 ml), water (50 ml) and brine (50 ml), dried over Na2SO4 and concentrated in vacuo to give the title compound as an off white solid (2.23 g).